describe an organic reaction: reactants, conditions, products, and yield From a dataset of the Open Reaction Database (ORD), a public repository of structured organic reaction records. Reactants: O=C(C(=O)O)C1CCC(CC1)=O (oxo-(4-oxo-cyclohexyl)-acetic acid), C(C)N=C=NCCCN(C)C (1-ethyl-3-(3-dimethylaminopropyl)carbodiimide), C(C)NCC (diethylamine). Reagents/catalysts: CN(C1=CC=NC=C1)C (4-dimethylaminopyridine). The solvent is CN(C)C=O (DMF). Run at time 10 minute. The product is desired intermediate, C(C)N(C(C(C1CCC(CC1)=O)=O)=O)CC (N,N-diethyl-2-oxo-2-(4-oxo-cyclohexyl)-acetamide). As a reaction SMILES: [O:1]=[C:2]([CH:6]1[CH2:11][CH2:10][C:9](=[O:12])[CH2:8][CH2:7]1)[C:3]([OH:5])=O.C(N=C=NCCCN(C)C)C.[CH2:24]([NH:26][CH2:27][CH3:28])[CH3:25]>CN(C)C1C=CN=CC=1.CN(C=O)C>[CH2:24]([N:26]([CH2:27][CH3:28])[C:3](=[O:5])[C:2](=[O:1])[CH:6]1[CH2:11][CH2:10][C:9](=[O:12])[CH2:8][CH2:7]1)[CH3:25]. Procedure: Compound 13 was synthesized starting from treating oxo-(4-oxo-cyclohexyl)-acetic acid with 1-ethyl-3-(3-dimethylaminopropyl)carbodiimide (2 eq.) and 4-dimethylaminopyridine (catalytic amount) in DMF. After stirring at room temperature for approximately 10 min., the reaction mixture was cooled in an ice-bath and diethylamine (1.5 eq.) was added. The resulting mixture was stirred at room temperature for 5 hours with TLC monitoring. The solvent was removed by evaporation. The residue was diluted wi... The reactants are C(C)OC(=O)C(CCC1=CC=CC=C1)NC1CSC2=C(N(C1=O)CC(=O)OCC)C=CC=C2 (3-(1-ethoxycarbonyl-3-phenylpropylamino)-5-ethoxycarbonylmethyl-2,3-dihydro-1,5-benzothiazepin-4(5H)-one), [OH-].[Na+] (NaOH). Solvent: C(C)O (ethanol). Run at time 1.5 hour. Product: C(=O)(O)C(CCC1=CC=CC=C1)NC1CSC2=C(N(C1=O)CC(=O)O)C=CC=C2 (3-(1-carboxy-3-phenylpropylamino)-5-carboxymethyl-2,3-dihydro-1,5-benzothiazepin-4(5H)-one). The yield is 61.5%. As a reaction SMILES: C([O:3][C:4]([CH:6]([NH:15][CH:16]1[C:22](=[O:23])[N:21]([CH2:24][C:25]([O:27]CC)=[O:26])[C:20]2[CH:30]=[CH:31][CH:32]=[CH:33][C:19]=2[S:18][CH2:17]1)[CH2:7][CH2:8][C:9]1[CH:14]=[CH:13][CH:12]=[CH:11][CH:10]=1)=[O:5])C.[OH-].[Na+]>C(O)C>[C:4]([CH:6]([NH:15][CH:16]1[C:22](=[O:23])[N:21]([CH2:24][C:25]([OH:27])=[O:26])[C:20]2[CH:30]=[CH:31][CH:32]=[CH:33][C:19]=2[S:18][CH2:17]1)[CH2:7][CH2:8][C:9]1[CH:10]=[CH:11][CH:12]=[CH:13][CH:14]=1)([OH:5])=[O:3] |f:1.2|. Procedure details: 1.2 g of 3-(1-ethoxycarbonyl-3-phenylpropylamino)-5-ethoxycarbonylmethyl-2,3-dihydro-1,5-benzothiazepin-4(5H)-one was dissolved in 15 ml of ethanol, and 6 ml of 1N NaOH was added thereto. The resulting mixture was stirred at room temperature, so that white crystals were precipitated. After 1.5 hours, the ethanol was distilled off under reduced pressure and water was added to the residue. After a small amount of insoluble matter was filtered off, the filtrate was adjusted to pH 3-4 with 6N hydroc... Starting materials: [C+4], CC(C)(C)OC(=O)NC12CC(CF)C1CN(C(=O)OCc1ccccc1)C2, [H][H], C1CCOC1, [OH-], [OH-], [OH-], [OH-], [OH-], [OH-], [Pd+2]. Product: CC(C)(C)OC(=O)NC12CNCC1C(CF)C2. Reaction SMILES: [C+4:35].[CH2:1]([O:2][C:3](=[O:4])[N:11]1[CH2:12][C:13]2([NH:20][C:21](=[O:22])[O:23][C:24]([CH3:25])([CH3:26])[CH3:27])[CH2:14][CH:15]([CH2:18][F:19])[CH:16]2[CH2:17]1)[c:5]1[cH:6][cH:7][cH:8][cH:9][cH:10]1.[H:28][H:29].[O:30]1[CH2:31][CH2:32][CH2:33][CH2:34]1.[OH-:36].[OH-:38].[OH-:39].[OH-:40].[OH-:41].[OH-:42].[Pd+2:37]>>[NH:11]1[CH2:12][C:13]2([NH:20][C:21](=[O:22])[O:23][C:24]([CH3:25])([CH3:26])[CH3:27])[CH2:14][CH:15]([CH2:18][F:19])[CH:16]2[CH2:17]1. Starting materials: CCOC(=O)CNS(=O)(=O)c1cnc(NC(=O)N(CCC(C)C)C2CCC(C)CC2)s1, CO, [Na+], [OH-]. The product is CC(C)CCN(C(=O)Nc1ncc(S(=O)(=O)NCC(=O)O)s1)C1CCC(C)CC1. Reaction SMILES: [CH2:1]([CH3:2])[O:3][C:4]([CH2:5][NH:6][S:7](=[O:8])(=[O:9])[c:10]1[cH:11][n:12][c:13]([NH:15][C:16](=[O:17])[N:18]([CH:19]2[CH2:20][CH2:21][CH:22]([CH3:25])[CH2:23][CH2:24]2)[CH2:26][CH2:27][CH:28]([CH3:29])[CH3:30])[s:14]1)=[O:31].[CH3:34][OH:35].[Na+:33].[OH-:32]>>[O:3]=[C:4]([CH2:5][NH:6][S:7](=[O:8])(=[O:9])[c:10]1[cH:11][n:12][c:13]([NH:15][C:16](=[O:17])[N:18]([CH:19]2[CH2:20][CH2:21][CH:22]([CH3:25])[CH2:23][CH2:24]2)[CH2:26][CH2:27][CH:28]([CH3:29])[CH3:30])[s:14]1)[OH:31]. Yields the product BrC=1C=CC(=NC1)CN1C(NC(C1)=O)=O (1-((5-bromopyridin-2-yl)methyl)imidazolidine-2,4-dione). Reactants: BrC=1C=CC(=NC1)CN(C(=O)N)CC(=O)OCC (Ethyl 2-(1((5-bromopyridin-2-yl)methyl)ureido)acetate), C[O-].[Na+] (sodium methoxide). Procedure: 2-(1-((5-Bromopyridin-2-yl)methyl)ureido)acetate (9J2) (35.0 mmol, 11.08 g) was dissolved in dry methanol (150 ml), and sodium methoxide (70.1 mmol, 3.79 g) added and the solution stirred at room temperature for 3 hours. The reaction was quenched with water and acidified with saturated ammonium chloride solution to ˜pH 7. The mixture was extracted with DCM (3×) and the combined organics washed with brine and dried over sodium sulphate, filtered and concentrated to afford a crude product which wa... As a reaction SMILES: [Br:1][C:2]1[CH:3]=[CH:4][C:5]([CH2:8][N:9]([CH2:13][C:14]([O:16]CC)=O)[C:10]([NH2:12])=[O:11])=[N:6][CH:7]=1.C[O-].[Na+]>CO>[Br:1][C:2]1[CH:3]=[CH:4][C:5]([CH2:8][N:9]2[CH2:13][C:14](=[O:16])[NH:12][C:10]2=[O:11])=[N:6][CH:7]=1 |f:1.2|. The solvent is CO (methanol). Reaction conditions: time 3 hour.